Dataset: the Open Reaction Database (ORD), a public repository of structured organic reaction records. Task: describe an organic reaction: reactants, conditions, products, and yield The yield is 94.0%. The product is S1C(=NC2=C1C=CC=C2)N(C(=O)C=2C=CC=C1CCN(CC21)C=2SC(=C(N2)C(=O)OCC)Br)COCC[Si](C)(C)C (ethyl 2-(8-(benzo[d]thiazol-2-yl((2-(trimethylsilyl)ethoxy)methyl)carbamoyl)-3,4-dihydroisoquinolin-2(1H)-yl)-5-bromothiazole-4-carboxylate). Procedure details: To a mixture of compound 34B (0.815 g, 1.5 mmol) and SEMCl (0.318 mL, 1.8 mmol) in THF (6 mL) was added TEA (0.65 mL, 4.5 mmol) at rt. The reaction mixture was stirred for 20 minutes, concentrated under reduced pressure, and purified by column chromatography on silica gel eluting with 3:1/hexanes:EtOAc to provide 0.95 g of the desired product as a mixture of two inseparable isomers: MS (ESI(+)): m/z 657 (M+H). Run in C1CCOC1 (THF). As a reaction SMILES: [S:1]1[C:5]2[CH:6]=[CH:7][CH:8]=[CH:9][C:4]=2[N:3]=[C:2]1[NH:10][C:11]([C:13]1[CH:14]=[CH:15][CH:16]=[C:17]2[C:22]=1[CH2:21][N:20]([C:23]1[S:24][C:25]([Br:33])=[C:26]([C:28]([O:30][CH2:31][CH3:32])=[O:29])[N:27]=1)[CH2:19][CH2:18]2)=[O:12].[CH3:34][Si:35]([CH2:38][CH2:39][O:40][CH2:41]Cl)([CH3:37])[CH3:36]>C1COCC1>[S:1]1[C:5]2[CH:6]=[CH:7][CH:8]=[CH:9][C:4]=2[N:3]=[C:2]1[N:10]([CH2:41][O:40][CH2:39][CH2:38][Si:35]([CH3:37])([CH3:36])[CH3:34])[C:11]([C:13]1[CH:14]=[CH:15][CH:16]=[C:17]2[C:22]=1[CH2:21][N:20]([C:23]1[S:24][C:25]([Br:33])=[C:26]([C:28]([O:30][CH2:31][CH3:32])=[O:29])[N:27]=1)[CH2:19][CH2:18]2)=[O:12]. Starting materials: S1C(=NC2=C1C=CC=C2)NC(=O)C=2C=CC=C1CCN(CC21)C=2SC(=C(N2)C(=O)OCC)Br (ethyl 2-(8-(benzo[d]thiazol-2-ylcarbamoyl)-3,4-dihydroisoquinolin-2(1H)-yl)-5-bromothiazole-4-carboxylate), C[Si](C)(C)CCOCCl (SEMCl), TEA. Conditions: time 20 minute. Starting materials: CNC(C)=O, CN(C)C=O, Cc1c(CN2CCN(c3nccnc3-c3ccc(CCl)cc3)CC2)cnn1C, Cl, Cl, [H-], [I-], [Na+], [Na+]. Yields the product CC(=O)N(C)Cc1ccc(-c2nccnc2N2CCN(Cc3cnn(C)c3C)CC2)cc1, Cl. As a reaction SMILES: [C:1]([CH3:2])(=[O:3])[NH:4][CH3:5].[CH3:40][N:41]([CH3:42])[CH:43]=[O:44].[Cl:10][CH2:11][c:12]1[cH:13][cH:14][c:15](-[c:18]2[c:19]([N:24]3[CH2:25][CH2:26][N:27]([CH2:30][c:31]4[cH:32][n:33][n:34]([CH3:37])[c:35]4[CH3:36])[CH2:28][CH2:29]3)[n:20][cH:21][cH:22][n:23]2)[cH:16][cH:17]1.[ClH:8].[ClH:9].[H-:6].[I-:39].[Na+:38].[Na+:7]>>[C:1]([CH3:2])(=[O:3])[N:4]([CH3:5])[CH2:11][c:12]1[cH:13][cH:14][c:15](-[c:18]2[c:19]([N:24]3[CH2:25][CH2:26][N:27]([CH2:30][c:31]4[cH:32][n:33][n:34]([CH3:37])[c:35]4[CH3:36])[CH2:28][CH2:29]3)[n:20][cH:21][cH:22][n:23]2)[cH:16][cH:17]1.[ClH:10]. Reactants: C(C)C=1C=C(C(=O)N)C=C(N1)C (2-ethyl-6-methyl-isonicotinamide), N1=CC=CC=C1 (pyridine), FC(C(=O)OC(C(F)(F)F)=O)(F)F (trifluoroacetic anhydride). Solvent: O (water), C(Cl)Cl (DCM), C(Cl)Cl (DCM). Conditions: temperature 0 celsius, time 1 hour. Yields the product C(C)C1=NC(=CC(=C1)C#N)C (2-ethyl-4-cyano-6-methyl-pyridine). Yield: 104.2%. RXN SMILES: [CH2:1]([C:3]1[CH:4]=[C:5]([CH:9]=[C:10]([CH3:12])[N:11]=1)[C:6]([NH2:8])=O)[CH3:2].N1C=CC=CC=1.FC(F)(F)C(OC(=O)C(F)(F)F)=O>C(Cl)Cl.O>[CH2:1]([C:3]1[CH:4]=[C:5]([C:6]#[N:8])[CH:9]=[C:10]([CH3:12])[N:11]=1)[CH3:2]. Reported procedure: To a solution of 2-ethyl-6-methyl-isonicotinamide (2.85 g, 17.4 mmol) and pyridine (6.74 g, 85.2 mmol) in DCM (80 mL), trifluoroacetic anhydride (9.11 g, 43.4 mmol) is added dropwise at 0° C. The mixture is stirred at 0° C. for 1 h before it is carefully diluted with water and DCM. The mixture is washed with 4% aq. citric acid solution followed by sat. aq. NaHCO3-solution. The washings are extracted twice with DCM. The combined org. extracts are dried over MgSO4, filtered and concentrated and br... Starting materials: C1=C(C=CC=2OC3=C(C21)C=CC=C3)C(=O)O (Dibenzofuran-2-carboxylic acid), C(C)OC(C=CC1=CC(=CC=C1)N)=O (3-(3-Amino-phenyl)-acrylic acid ethyl ester). Solvent: CN(C)C=O (DMF). Yields the product C(C)OC(C=CC1=CC(=CC=C1)NC(=O)C1=CC2=C(OC3=C2C=CC=C3)C=C1)=O (3-{3-[(Dibenzofuran-2-carbonyl)-amino]-phenyl}-acrylic acid ethyl ester). RXN SMILES: [CH:1]1[C:9]2[C:8]3[CH:10]=[CH:11][CH:12]=[CH:13][C:7]=3[O:6][C:5]=2[CH:4]=[CH:3][C:2]=1[C:14]([OH:16])=O.[CH2:17]([O:19][C:20](=[O:30])[CH:21]=[CH:22][C:23]1[CH:28]=[CH:27][CH:26]=[C:25]([NH2:29])[CH:24]=1)[CH3:18]>CN(C=O)C>[CH2:17]([O:19][C:20](=[O:30])[CH:21]=[CH:22][C:23]1[CH:28]=[CH:27][CH:26]=[C:25]([NH:29][C:14]([C:2]2[CH:3]=[CH:4][C:5]3[O:6][C:7]4[CH:13]=[CH:12][CH:11]=[CH:10][C:8]=4[C:9]=3[CH:1]=2)=[O:16])[CH:24]=1)[CH3:18]. Procedure: Acid (18) (50 mg, 0.24 mmol) was coupled to aniline (2) (54 mg, 0.28 mmol) using Method D, except that DMF (1 mL) was used. The product was further purified by trituration in DCM/heptane to give the title compound. Yield: 46 mg, 51%; LC-MS tr 1.70 min; HPLC Purity: 97-100%; MS (ES+) m/z 386 (M+H) The reactants are [Li+].[OH-] (LiOH), ClC=1C=C(C2=C(C(=CS2)C([C@H](CCC)C2=CC=C(C(=O)NCCC(=O)OCC)C=C2)C2=CC=C(C=C2)Cl)C1)C#N (ethyl N-(4-{(1S)-1-[(5-chloro-7-cyano-1-benzothien-3-yl)(4-chlorophenyl)methyl]butyl}benzoyl)-β-alaninate), C(C)(=O)O (acetic acid). The solvent is C1CCOC1 (THF). Run at time 4 hour. Product: ClC=1C=C(C2=C(C(=CS2)C([C@H](CCC)C2=CC=C(C(=O)NCCC(=O)O)C=C2)C2=CC=C(C=C2)Cl)C1)C#N (N-(4-{(1S)-1-[(5-Chloro-7-cyano-1-benzothien-3-yl)(4-chlorophenyl)methyl]butyl}benzoyl)-β-alanine). RXN SMILES: [Li+].[OH-].[Cl:3][C:4]1[CH:5]=[C:6]([C:41]#[N:42])[C:7]2[S:11][CH:10]=[C:9]([CH:12]([C:33]3[CH:38]=[CH:37][C:36]([Cl:39])=[CH:35][CH:34]=3)[C@@H:13]([C:17]3[CH:32]=[CH:31][C:20]([C:21]([NH:23][CH2:24][CH2:25][C:26]([O:28]CC)=[O:27])=[O:22])=[CH:19][CH:18]=3)[CH2:14][CH2:15][CH3:16])[C:8]=2[CH:40]=1.C(O)(=O)C>C1COCC1>[Cl:3][C:4]1[CH:5]=[C:6]([C:41]#[N:42])[C:7]2[S:11][CH:10]=[C:9]([CH:12]([C:33]3[CH:38]=[CH:37][C:36]([Cl:39])=[CH:35][CH:34]=3)[C@@H:13]([C:17]3[CH:32]=[CH:31][C:20]([C:21]([NH:23][CH2:24][CH2:25][C:26]([OH:28])=[O:27])=[O:22])=[CH:19][CH:18]=3)[CH2:14][CH2:15][CH3:16])[C:8]=2[CH:40]=1 |f:0.1|. Reported procedure: A solution of LiOH (2.0 M in water, 4.5 mL, 9.0 mmol) was added to a solution of ethyl N-(4-{(1S)-1-[(5-chloro-7-cyano-1-benzothien-3-yl)(4-chlorophenyl)methyl]butyl}benzoyl)-β-alaninate (0.100 g, 0.168 mmol) in THF (9.0 mL). The mixture was stirred at room temperature for four hours then acidified with acetic acid and extracted with ethyl acetate. The organics were dried over Na2SO4, filtered, then concentrated. The resulting residue was purified by reverse-phase HPLC eluting with 20-100% aceto... The reactants are BrC1=CC=C(C=C1)C1=C(OC2=CC(=C(C=C2C1=O)Cl)O)C (3-(4-Bromo-phenyl)-6-chloro-7-hydroxy-2-methyl-chromen-4-one), O.NN (Hydrazine hydrate). Yields the product BrC1=CC=C(C=C1)C=1C(=NNC1C)C1=C(C=C(C(=C1)Cl)O)O (4-[4-(4-Bromo-phenyl)-5-methyl-1H-pyrazol-3-yl]-6-chloro-benzene-1,3-diol). As a reaction SMILES: [Br:1][C:2]1[CH:7]=[CH:6][C:5]([C:8]2[C:17](=O)[C:16]3[C:11](=[CH:12][C:13]([OH:20])=[C:14]([Cl:19])[CH:15]=3)[O:10][C:9]=2[CH3:21])=[CH:4][CH:3]=1.O.[NH2:23][NH2:24]>>[Br:1][C:2]1[CH:7]=[CH:6][C:5]([C:8]2[C:17]([C:16]3[CH:15]=[C:14]([Cl:19])[C:13]([OH:20])=[CH:12][C:11]=3[OH:10])=[N:23][NH:24][C:9]=2[CH3:21])=[CH:4][CH:3]=1 |f:1.2|. Reported procedure: This compounds was synthesised in the same manner as described above. 3-(4-Bromo-phenyl)-6-chloro-7-hydroxy-2-methyl-chromen-4-one (0.5 g, 1.4 mmol), Hydrazine hydrate (5 ml). 4-[4-(4-Bromo-phenyl)-5-methyl-1H-pyrazol-3-yl]-6-chloro-benzene-1,3-diol precipitated out as a pale orange solid (0.08 g, 63.7%); Rf 0.48 cf SM 0.8 [ethyl acetate/petroleum ether 40–60° C. (80/20)].